From a dataset of the Open Reaction Database (ORD), a public repository of structured organic reaction records. describe an organic reaction: reactants, conditions, products, and yield Starting materials: COC=1C=C2CCN(C2=CC1[N+](=O)[O-])S(=O)(=O)C1=CC=C(C=C1)C (5-(methyloxy)-1-[(4-methylphenyl)sulfonyl]-6-nitro-2,3-dihydro-1H-indole), NiCl2.6H2O, [BH4-].[Na+] (NaBH4). Run in C1CCOC1 (THF), CO (MeOH). Run at time 1 hour. Yields the product COC=1C=C2CCN(C2=CC1N)S(=O)(=O)C1=CC=C(C=C1)C (5-(methyloxy)-1-[(4-methylphenyl)sulfonyl]-2,3-dihydro-1H-indol-6-amine). Isolated yield 81.5%. RXN SMILES: [CH3:1][O:2][C:3]1[CH:4]=[C:5]2[C:9](=[CH:10][C:11]=1[N+:12]([O-])=O)[N:8]([S:15]([C:18]1[CH:23]=[CH:22][C:21]([CH3:24])=[CH:20][CH:19]=1)(=[O:17])=[O:16])[CH2:7][CH2:6]2.[BH4-].[Na+]>C1COCC1.CO>[CH3:1][O:2][C:3]1[CH:4]=[C:5]2[C:9](=[CH:10][C:11]=1[NH2:12])[N:8]([S:15]([C:18]1[CH:23]=[CH:22][C:21]([CH3:24])=[CH:20][CH:19]=1)(=[O:16])=[O:17])[CH2:7][CH2:6]2 |f:1.2|. Procedure: A yellow slurry of 5-(methyloxy)-1-[(4-methylphenyl)sulfonyl]-6-nitro-2,3-dihydro-1H-indole (16.1 g, 46 mmol) and NiCl2.6H2O (3.29 g, 13.9 mmol) in THF (150 mL) and MeOH (300 mL) was treated with NaBH4 (5.2 g, 139 mmol) in small portions. The resulting mixture was stirred for 1 h, concentrated onto Celite and purified by column chromatography using 0-10% MeOH (containing 0.2% NH3)/CH2Cl2to obtain 5-(methyloxy)-1-[(4-methylphenyl)sulfonyl]-2,3-dihydro-1H-indol-6-amine as white solid (11.94 g, 81%... Reactants: C(#C)C=1C=NN2C1N=C(C=C2C(F)(F)F)C2=CC=C(C=C2)C(F)(F)F (3-ethynyl-7-trifluoromethyl-5-(4-trifluoromethyl-phenyl)-pyrazolo[1,5-a]pyrimidine), BrC=1C=CC(=NC1)NC ((5-Bromo-pyridin-2-yl)-methyl-amine). The product is CNC1=NC=C(C=C1)C#CC=1C=NN2C1N=C(C=C2C(F)(F)F)C2=CC=C(C=C2)C(F)(F)F (Methyl-{5-[7-trifluoromethyl-5-(4-trifluoromethyl-phenyl)-pyrazolo[1,5-a]pyrimidin-3-ylethynyl]-pyridin-2-yl}-amine), solid. The yield is 5.0%. As a reaction SMILES: [C:1]([C:3]1[CH:4]=[N:5][N:6]2[C:11]([C:12]([F:15])([F:14])[F:13])=[CH:10][C:9]([C:16]3[CH:21]=[CH:20][C:19]([C:22]([F:25])([F:24])[F:23])=[CH:18][CH:17]=3)=[N:8][C:7]=12)#[CH:2].Br[C:27]1[CH:28]=[CH:29][C:30]([NH:33][CH3:34])=[N:31][CH:32]=1>>[CH3:34][NH:33][C:30]1[CH:29]=[CH:28][C:27]([C:2]#[C:1][C:3]2[CH:4]=[N:5][N:6]3[C:11]([C:12]([F:14])([F:13])[F:15])=[CH:10][C:9]([C:16]4[CH:21]=[CH:20][C:19]([C:22]([F:25])([F:24])[F:23])=[CH:18][CH:17]=4)=[N:8][C:7]=23)=[CH:32][N:31]=1. Procedure details: The title compound was prepared from 3-ethynyl-7-trifluoromethyl-5-(4-trifluoromethyl-phenyl)-pyrazolo[1,5-a]pyrimidine (example C.1) (355 g, 1.0 mmol) and (5-bromo-pyridin-2-yl)-methyl-amine (example B.45) (168 mg, 0.9 mmol) according to general procedure II. Obtained as a red solid (25 mg, 5%). MS (ISP) 462.0 [(M+H)+]; mp 187° C. The reactants are O=C1NC(SC1=C(C=CC1=CC=C(OCC(=O)OCC)C=C1)C)=S (ethyl 4-[3-(4-oxo-2-thioxo-5-thiazolidinylidene)-1-buten-1-yl]phenoxyacetate), [OH-].[Na+] (sodium hydroxide), Cl (hydrochloric acid). Run in O (water). Reaction conditions: time 1 hour. The product is O=C1NC(SC1=C(C=CC1=CC=C(OCC(=O)O)C=C1)C)=S (4-[3-(4-oxo-2-thioxo-5-thiazolidinylidene)-1-buten-1-yl]phenoxyacetic acid). RXN SMILES: [O:1]=[C:2]1[C:6](=[C:7]([CH3:23])[CH:8]=[CH:9][C:10]2[CH:22]=[CH:21][C:13]([O:14][CH2:15][C:16]([O:18]CC)=[O:17])=[CH:12][CH:11]=2)[S:5][C:4](=[S:24])[NH:3]1.[OH-].[Na+].Cl>O>[O:1]=[C:2]1[C:6](=[C:7]([CH3:23])[CH:8]=[CH:9][C:10]2[CH:22]=[CH:21][C:13]([O:14][CH2:15][C:16]([OH:18])=[O:17])=[CH:12][CH:11]=2)[S:5][C:4](=[S:24])[NH:3]1 |f:1.2|. Procedure details: A mixture of 0.12 g of the isomer A of ethyl 4-[3-(4-oxo-2-thioxo-5-thiazolidinylidene)-1-buten-1-yl]phenoxyacetate prepared as described in Example 13, 5 ml of water and 1 ml of a 5% aqueous sodium hydroxide solution was stirred at room temperature for one hour. To the reaction mixture was added 10% hydrochloric acid to precipitate crystals. The crystals were recovered by filtration and washed with methanol to give 0.07 g of the isomer A of the desired 4-[3-(4-oxo-2-thioxo-5-thiazolidinylidene)... Reactants: ice, C(C)OP(=O)(OCC)CC1=CC(=NC2=CC=CC=C12)C#N (4-(diethylphosphonomethyl)-2-cyanoquinoline), C([O-])([O-])=O.[Na+].[Na+] (sodium carbonate). Run in S(O)(O)(=O)=O (sulfuric acid), O (water), C(Cl)Cl (methylene chloride). Yields the product C(C)OP(=O)(OCC)CC1=CC(=NC2=CC=CC=C12)C(=O)N (4-(diethylphosphonomethyl)-quinoline-2-carboxamide). As a reaction SMILES: [CH2:1]([O:3][P:4]([CH2:9][C:10]1[C:19]2[C:14](=[CH:15][CH:16]=[CH:17][CH:18]=2)[N:13]=[C:12]([C:20]#[N:21])[CH:11]=1)([O:6][CH2:7][CH3:8])=[O:5])[CH3:2].C(=O)([O-])[O-:23].[Na+].[Na+]>S(=O)(=O)(O)O.O.C(Cl)Cl>[CH2:1]([O:3][P:4]([CH2:9][C:10]1[C:19]2[C:14](=[CH:15][CH:16]=[CH:17][CH:18]=2)[N:13]=[C:12]([C:20]([NH2:21])=[O:23])[CH:11]=1)([O:6][CH2:7][CH3:8])=[O:5])[CH3:2] |f:1.2.3|. Procedure details: A solution of 5.9 g of 4-(diethylphosphonomethyl)-2-cyanoquinoline in 24 ml of concentrated sulfuric acid is heated at 80° for 5 minutes, cooled to 0° and added slowly to an ice-cooled mixture of 50 g of sodium carbonate in 50 ml of water and 100 ml of methylene chloride. The organic layer is separated, dried over sodium sulfate and evaporated to dryness to yield 4-(diethylphosphonomethyl)-quinoline-2-carboxamide. Starting materials: CO, O=[N+]([O-])c1ccc(OCc2cccc(F)c2)cc1. Product: Nc1ccc(OCc2cccc(F)c2)cc1. As a reaction SMILES: [CH3:19][OH:20].[F:1][c:2]1[cH:3][c:4]([CH2:5][O:6][c:7]2[cH:8][cH:9][c:10]([N+:13]([O-:14])=[O:15])[cH:11][cH:12]2)[cH:16][cH:17][cH:18]1>>[F:1][c:2]1[cH:3][c:4]([CH2:5][O:6][c:7]2[cH:8][cH:9][c:10]([NH2:13])[cH:11][cH:12]2)[cH:16][cH:17][cH:18]1.